Dataset: the Open Reaction Database (ORD), a public repository of structured organic reaction records. Task: describe an organic reaction: reactants, conditions, products, and yield Starting materials: C(C)OC(C(=C(C)NC)C(C1=C(C=CC=C1F)Cl)=O)=O (2-(2-Chloro-6-fluoro-benzoyl)-3-methylamino-but-2-enoic acid ethyl ester), O.NN (hydrazine hydrate). Run in C(C)(=O)O (acetic acid). The product is C(C)OC(=O)C1C(=NN=C1C)C1=C(C=CC=C1F)Cl (3-(2-Chloro-6-fluoro-phenyl)-5-methyl-4H-pyrazole-4-carboxylic Acid Ethyl Ester). RXN SMILES: [CH2:1]([O:3][C:4](=[O:20])[C:5]([C:10](=O)[C:11]1[C:16]([F:17])=[CH:15][CH:14]=[CH:13][C:12]=1[Cl:18])=[C:6]([NH:8]C)[CH3:7])[CH3:2].O.[NH2:22]N>C(O)(=O)C>[CH2:1]([O:3][C:4]([CH:5]1[C:6]([CH3:7])=[N:8][N:22]=[C:10]1[C:11]1[C:16]([F:17])=[CH:15][CH:14]=[CH:13][C:12]=1[Cl:18])=[O:20])[CH3:2] |f:1.2|. Procedure: 2-(2-Chloro-6-fluoro-benzoyl)-3-methylamino-but-2-enoic acid ethyl ester (500 mg, 1.6 mmol) was taken in acetic acid (10 mL) and was treated with hydrazine hydrate at 150° C. overnight. Acetic acid is removed under reduced pressure and the residue was dissolved in ethyl acetate (20 mL) and washed with water, (2×10 mL), brine (2×10 mL), dried over sodium sulfate, filtered and evaporated to yield the title compound (588 mg, crude). The reactants are CC(C)O, FC(F)(F)c1ccc(-c2cnc(Cl)o2)cc1, Nc1cccc(O)c1. Product: Oc1cccc(Nc2ncc(-c3ccc(C(F)(F)F)cc3)o2)c1. RXN SMILES: [CH3:25][CH:26]([OH:27])[CH3:28].[Cl:1][c:2]1[o:3][c:4](-[c:7]2[cH:8][cH:9][c:10]([C:13]([F:14])([F:15])[F:16])[cH:11][cH:12]2)[cH:5][n:6]1.[NH2:17][c:18]1[cH:19][cH:20][cH:21][c:22]([OH:23])[cH:24]1>>[c:2]1([NH:17][c:18]2[cH:19][cH:20][cH:21][c:22]([OH:23])[cH:24]2)[o:3][c:4](-[c:7]2[cH:8][cH:9][c:10]([C:13]([F:14])([F:15])[F:16])[cH:11][cH:12]2)[cH:5][n:6]1. The reactants are COC(=O)C1CC2C(Br)=CC1C(=O)C2(OC)OC, O, O=C(O)C(F)(F)F. The product is COC(=O)C1CC2C(=O)C(=O)C1C=C2Br. RXN SMILES: [CH3:1][O:2][C:3](=[O:4])[CH:5]1[CH:6]2[CH:7]=[C:8]([Br:18])[CH:9]([CH2:10]1)[C:11]([O:14][CH3:17])([O:15][CH3:16])[C:12]2=[O:13].[OH2:26].[OH:19][C:20]([C:21]([F:22])([F:23])[F:24])=[O:25]>>[CH3:1][O:2][C:3](=[O:4])[CH:5]1[CH:6]2[CH:7]=[C:8]([Br:18])[CH:9]([CH2:10]1)[C:11](=[O:14])[C:12]2=[O:13]. The reactants are C1CCOC1, Cl, [Na+], O=C([O-])O, Fc1cc(N=C(c2ccccc2)c2ccccc2)cc2ncccc12. Yields the product Nc1cc(F)c2cccnc2c1. Reaction SMILES: [CH2:27]1[O:28][CH2:29][CH2:30][CH2:31]1.[ClH:26].[Na+:36].[O-:32][C:33]([OH:34])=[O:35].[c:1]1([C:2]([c:3]2[cH:4][cH:5][cH:6][cH:7][cH:20]2)=[N:8][c:9]2[cH:10][c:11]([F:19])[c:12]3[cH:13][cH:14][cH:15][n:16][c:17]3[cH:18]2)[cH:21][cH:22][cH:23][cH:24][cH:25]1>>[NH2:8][c:9]1[cH:10][c:11]([F:19])[c:12]2[cH:13][cH:14][cH:15][n:16][c:17]2[cH:18]1. Procedure details: To a solution of Boc-Tyr-DAla-Phe-Met-OCH3 (5.8 g) (prepared in Step C of Example 1A) in 100 ml of dry tetrahydrofuran under nitrogen was added 1.0 g of LiBH4. After stirring at room temperature for 1 hour, 6 ml of acetic acid was added slowly followed by 50 ml of methanol to destroy excess LiBH4. Evaporation of the solution gave an oil which was dissolved in 250 ml of EtOAc and washed with 1 N HCl (4×25 ml), 1 N NaHCO3 (3×50 ml) and saturated NaCl (3×50 ml). Evaporation of the MgSO4 dried EtOAc... Run at time 1 hour. Product: N([C@@H](CC1=CC=C(C=C1)O)C(=O)N[C@H](C)C(=O)N[C@@H](CC1=CC=CC=C1)C(=O)O)C(=O)OC(C)(C)C.N[C@@H](CCSC)CO (Boc-Tyr-DAla-Phe Methioninol). RXN SMILES: [NH:1]([C:39]([O:41][C:42]([CH3:45])([CH3:44])[CH3:43])=[O:40])[C@H:2]([C:11]([NH:13][C@@H:14]([C:16]([NH:18][C@H](C([NH:29][C@H:30]([C:35](OC)=[O:36])[CH2:31][CH2:32][S:33][CH3:34])=O)CC1C=CC=CC=1)=[O:17])[CH3:15])=[O:12])[CH2:3][C:4]1[CH:9]=[CH:8][C:7]([OH:10])=[CH:6][CH:5]=1.[Li+].[BH4-].[C:48]([OH:51])(=[O:50])[CH3:49].CO>O1CCCC1.CCOC(C)=O.CCCCCC>[NH:1]([C:39]([O:41][C:42]([CH3:43])([CH3:45])[CH3:44])=[O:40])[C@H:2]([C:11]([NH:13][C@@H:14]([C:16]([NH:18][C@H:49]([C:48]([OH:51])=[O:50])[CH2:3][C:4]1[CH:9]=[CH:8][CH:7]=[CH:6][CH:5]=1)=[O:17])[CH3:15])=[O:12])[CH2:3][C:4]1[CH:5]=[CH:6][C:7]([OH:10])=[CH:8][CH:9]=1.[NH2:29][C@H:30]([CH2:35][OH:36])[CH2:31][CH2:32][S:33][CH3:34] |f:1.2,8.9|. Reactants: N([C@@H](CC1=CC=C(C=C1)O)C(=O)N[C@H](C)C(=O)N[C@@H](CC1=CC=CC=C1)C(=O)N[C@@H](CCSC)C(=O)OC)C(=O)OC(C)(C)C (Boc-Tyr-DAla-Phe-Met-OCH3), [Li+].[BH4-] (LiBH4), CO (methanol), C(C)(=O)O (acetic acid). Yield: 93.0%. Solvent: CCCCCC (hexane), O1CCCC1 (tetrahydrofuran), CCOC(=O)C (EtOAc), CCOC(=O)C (EtOAc).